Dataset: the Open Reaction Database (ORD), a public repository of structured organic reaction records. Task: describe an organic reaction: reactants, conditions, products, and yield Starting materials: COC=1C(C=2CC(CC2C(C1OC)=O)CCCCOC1=CC=C(C(=O)O)C=C1)=O (4-[4-(5,6-dimethoxy-4,7-dioxoindan-2-yl)butoxy]benzoic acid), C1(=CC=CC=C1)N1CCNCC1 (1-phenylpiperazine), Cl.C(C)N=C=NCCCN(C)C (1-ethyl-3-(3-dimethylaminopropyl)carbodiimide hydrochloride), O.ON1N=NC2=C1C=CC=C2 (1-hydroxybenzotriazole monohydrate). The solvent is O (water), C1CCOC1 (THF), C(C)N(CC)CC (triethylamine). Reaction conditions: time 6 hour. Product: COC=1C(C=2CC(CC2C(C1OC)=O)CCCCOC1=CC=C(C=C1)C(=O)N1CCC(CC1)C1=CC=CC=C1)=O (5,6-Dimethoxy-2-[4-[4-[(4-phenylpiperadin-1-yl)carbonyl]phenoxy]butyl]indan-4,7-dione). The yield is 58.9%. As a reaction SMILES: [CH3:1][O:2][C:3]1[C:4](=[O:29])[C:5]2[CH2:6][CH:7]([CH2:15][CH2:16][CH2:17][CH2:18][O:19][C:20]3[CH:28]=[CH:27][C:23]([C:24](O)=[O:25])=[CH:22][CH:21]=3)[CH2:8][C:9]=2[C:10](=[O:14])[C:11]=1[O:12][CH3:13].[C:30]1(N2CCNCC2)[CH:35]=[CH:34][CH:33]=[CH:32][CH:31]=1.Cl.C(N=C=NCCCN(C)C)C.O.O[N:56]1[C:60]2C=[CH:62][CH:63]=[CH:64][C:59]=2N=N1>C1COCC1.O.C(N(CC)CC)C>[CH3:1][O:2][C:3]1[C:4](=[O:29])[C:5]2[CH2:6][CH:7]([CH2:15][CH2:16][CH2:17][CH2:18][O:19][C:20]3[CH:21]=[CH:22][C:23]([C:24]([N:56]4[CH2:62][CH2:63][CH:64]([C:30]5[CH:31]=[CH:32][CH:33]=[CH:34][CH:35]=5)[CH2:59][CH2:60]4)=[O:25])=[CH:27][CH:28]=3)[CH2:8][C:9]=2[C:10](=[O:14])[C:11]=1[O:12][CH3:13] |f:2.3,4.5|. Reported procedure: A mixture of 4-[4-(5,6-dimethoxy-4,7-dioxoindan-2-yl)butoxy]benzoic acid (500 mg), 1-phenylpiperazine (406 mg), 1-ethyl-3-(3-dimethylaminopropyl)carbodiimide hydrochloride (479 mg), 1-hydroxybenzotriazole monohydrate (383 mg), triethylamine (0.697 ml) in THF (20 ml) was stirred at room temperature for 6 hr. The reaction mixture was diluted with water and extracted with combined solvent of THF and ethyl acetate. The organic layer was washed with water and saturated aqueous sodium chloride and dri... The reactants are ClCCl, OCc1cc(Cl)c2c(c1)OCO2, O, O=S(Cl)Cl. The product is ClCc1cc(Cl)c2c(c1)OCO2. RXN SMILES: [Cl:18][CH2:19][Cl:20].[Cl:1][c:2]1[cH:3][c:4]([CH2:11][OH:12])[cH:5][c:6]2[c:7]1[O:8][CH2:9][O:10]2.[OH2:17].[S:13]([Cl:14])([Cl:15])=[O:16]>>[Cl:1][c:2]1[cH:3][c:4]([CH2:11][Cl:15])[cH:5][c:6]2[c:7]1[O:8][CH2:9][O:10]2.